From a dataset of the Open Reaction Database (ORD), a public repository of structured organic reaction records. describe an organic reaction: reactants, conditions, products, and yield Starting materials: C1CCOC1, Cc1nc(Cl)c(C)c(Cl)n1, [H-], [Na+], Cc1cc(C)c(CC#N)c(C)c1. Yields the product Cc1cc(C)c(C(C#N)c2nc(C)nc(Cl)c2C)c(C)c1. RXN SMILES: [CH2:25]1[O:26][CH2:27][CH2:28][CH2:29]1.[CH3:15][c:16]1[n:17][c:18]([Cl:24])[c:19]([CH3:23])[c:20]([Cl:22])[n:21]1.[H-:13].[Na+:14].[c:1]1([CH3:12])[c:2]([CH2:9][C:10]#[N:11])[c:3]([CH3:8])[cH:4][c:5]([CH3:7])[cH:6]1>>[c:1]1([CH3:12])[c:2]([CH:9]([C:10]#[N:11])[c:20]2[c:19]([CH3:23])[c:18]([Cl:24])[n:17][c:16]([CH3:15])[n:21]2)[c:3]([CH3:8])[cH:4][c:5]([CH3:7])[cH:6]1.